From a dataset of the Open Reaction Database (ORD), a public repository of structured organic reaction records. describe an organic reaction: reactants, conditions, products, and yield Starting materials: FC1=CC=C(C=C1)OC(N(CC)[C@@H]1CN(C[C@H]1C1=CC(=C(C=C1)Cl)Cl)C(=O)C1CCNCC1)=O ([(3S,4R)-4-(3,4-Dichloro-phenyl)-1-(piperidine-4-carbonyl)-pyrrolidin-3-yl]-ethyl-carbamic acid 4-fluoro-phenyl ester), C(C)(=O)C=1C=CC(=NC1)Br (5-acetyl-2-bromopyridine). Yields the product FC1=CC=C(C=C1)OC(N(CC)[C@@H]1CN(C[C@H]1C1=CC(=C(C=C1)Cl)Cl)C(=O)C1CCN(CC1)C1=NC=C(C=C1)C(C)=O)=O ([(3S,4R)-1-(5′-Acetyl-3,4,5,6-tetrahydro-2H-[1,2′]bipyridinyl-4-carbonyl)-4-(3,4-dichloro-phenyl)-pyrrolidin-3-yl]-ethyl-carbamic acid 4-fluoro-phenyl ester). Reaction SMILES: [F:1][C:2]1[CH:7]=[CH:6][C:5]([O:8][C:9](=[O:34])[N:10]([C@H:13]2[C@H:17]([C:18]3[CH:23]=[CH:22][C:21]([Cl:24])=[C:20]([Cl:25])[CH:19]=3)[CH2:16][N:15]([C:26]([CH:28]3[CH2:33][CH2:32][NH:31][CH2:30][CH2:29]3)=[O:27])[CH2:14]2)[CH2:11][CH3:12])=[CH:4][CH:3]=1.[C:35]([C:38]1[CH:39]=[CH:40][C:41](Br)=[N:42][CH:43]=1)(=[O:37])[CH3:36]>>[F:1][C:2]1[CH:7]=[CH:6][C:5]([O:8][C:9](=[O:34])[N:10]([C@H:13]2[C@H:17]([C:18]3[CH:23]=[CH:22][C:21]([Cl:24])=[C:20]([Cl:25])[CH:19]=3)[CH2:16][N:15]([C:26]([CH:28]3[CH2:33][CH2:32][N:31]([C:41]4[CH:40]=[CH:39][C:38]([C:35](=[O:37])[CH3:36])=[CH:43][N:42]=4)[CH2:30][CH2:29]3)=[O:27])[CH2:14]2)[CH2:11][CH3:12])=[CH:4][CH:3]=1. Procedure: After removal of the Boc-protecting group under acidic conditions, in analogy to the procedure described for the synthesis of {(3R,4S)-4-(4-Chloro-phenyl)-1-[1-(5-cyano-pyrimidin-2-yl)-piperidine-4-carbonyl]-pyrrolidin-3-yl}-ethyl-carbamic acid 4-fluoro-phenyl ester (example 7, g) the title compound was prepared from [(3S,4R)-4-(3,4-Dichloro-phenyl)-1-(piperidine-4-carbonyl)-pyrrolidin-3-yl]-ethyl-carbamic acid 4-fluoro-phenyl ester and 5-acetyl-2-bromopyridine as off-white foam. MS m/e: 627.3 [... The reactants are ClC1=C(NC(=C1Cl)C)C(=O)NC1CCN(CC1)C=1SC(=C(N1)CN1C(C2=CC=CC=C2C1=O)=O)C(=O)OCC (Ethyl 2-(4-{[(3,4-dichloro-5-methyl-1H-pyrrol-2-yl)carbonyl]amino}piperidin-1-yl)-4-[(1,3-dioxo-1,3-dihydro-2H-isoindol-2-yl)methyl]-1,3-thiazole-5-carboxylate), [Li+].[OH-] (LiOH). The solvent is O (water), C1CCOC1 (THF). Run at time 4 hour. The product is C(=O)(O)C1=C(C(=O)NCC=2N=C(SC2C(=O)O)N2CCC(CC2)NC(=O)C=2NC(=C(C2Cl)Cl)C)C=CC=C1 (4-{[(2-Carboxybenzoyl)amino]methyl}-2-(4-{[(3,4-dichloro-5-methyl-1H-pyrrol-2-yl)carbonyl]amino}piperidin-1-yl)-1,3-thiazole-5-carboxylic acid). As a reaction SMILES: [Cl:1][C:2]1[C:6]([Cl:7])=[C:5]([CH3:8])[NH:4][C:3]=1[C:9]([NH:11][CH:12]1[CH2:17][CH2:16][N:15]([C:18]2[S:19][C:20]([C:35]([O:37]CC)=[O:36])=[C:21]([CH2:23][N:24]3[C:32](=[O:33])[C:31]4[C:26](=[CH:27][CH:28]=[CH:29][CH:30]=4)[C:25]3=[O:34])[N:22]=2)[CH2:14][CH2:13]1)=[O:10].[Li+].[OH-:41]>C1COCC1.O>[C:32]([C:31]1[CH:30]=[CH:29][CH:28]=[CH:27][C:26]=1[C:25]([NH:24][CH2:23][C:21]1[N:22]=[C:18]([N:15]2[CH2:16][CH2:17][CH:12]([NH:11][C:9]([C:3]3[NH:4][C:5]([CH3:8])=[C:6]([Cl:7])[C:2]=3[Cl:1])=[O:10])[CH2:13][CH2:14]2)[S:19][C:20]=1[C:35]([OH:37])=[O:36])=[O:34])([OH:41])=[O:33] |f:1.2|. Procedure: Ethyl 2-(4-{[(3,4-dichloro-5-methyl-1H-pyrrol-2-yl)carbonyl]amino}piperidin-1-yl)-4-[(1,3-dioxo-1,3-dihydro-2H-isoindol-2-yl)methyl]-1,3-thiazole-5-carboxylate (Example 277; 194 mg, 0.32 mmol) in anhydrous THF (2 ml) was added 2 N LiOH (0.82 ml). The mixture was stirred at room temperature for 4 h. The mixture was acidified to pH 3 and the precipitate that formed was diluted with water and extracted with EtOAc, dried over Na2SO4 and concentrated in vacuo to give the title compound (160 mg). Reactants: C1CCOC1, COC(=O)C(C)(C)NC(=O)c1ncc(-c2cccc(Cl)c2)cc1O, [Li+], [OH-], O. Yields the product CC(C)(NC(=O)c1ncc(-c2cccc(Cl)c2)cc1O)C(=O)O. Reaction SMILES: [CH2:28]1[O:29][CH2:30][CH2:31][CH2:32]1.[CH3:1][O:2][C:3]([C:4]([CH3:5])([CH3:6])[NH:7][C:8](=[O:9])[c:10]1[n:11][cH:12][c:13](-[c:17]2[cH:18][c:19]([Cl:23])[cH:20][cH:21][cH:22]2)[cH:14][c:15]1[OH:16])=[O:24].[Li+:26].[OH-:25].[OH2:27]>>[O:2]=[C:3]([C:4]([CH3:5])([CH3:6])[NH:7][C:8](=[O:9])[c:10]1[n:11][cH:12][c:13](-[c:17]2[cH:18][c:19]([Cl:23])[cH:20][cH:21][cH:22]2)[cH:14][c:15]1[OH:16])[OH:24].